This data is from the Open Reaction Database (ORD), a public repository of structured organic reaction records. The task is: describe an organic reaction: reactants, conditions, products, and yield Starting materials: CC(C)(C)[Si](C)(C)OCCC1OCc2cc(C(N)=O)ccc21, NC(=O)c1ccc2c(c1)CCOC2CCO. Product: NC(=O)c1ccc2c(c1)COC2CCO. RXN SMILES: [C:1]([Si:2]([CH3:3])([CH3:4])[O:6][CH2:7][CH2:8][CH:9]1[O:10][CH2:11][c:12]2[c:13]1[cH:14][cH:15][c:16]([C:18](=[O:19])[NH2:20])[cH:17]2)([CH3:5])([CH3:21])[CH3:22].[OH:23][CH2:24][CH2:25][CH:26]1[c:27]2[cH:28][cH:29][c:30]([C:31]([NH2:32])=[O:33])[cH:34][c:35]2[CH2:36][CH2:37][O:38]1>>[OH:6][CH2:7][CH2:8][CH:9]1[O:10][CH2:11][c:12]2[c:13]1[cH:14][cH:15][c:16]([C:18](=[O:19])[NH2:20])[cH:17]2. Starting materials: C(C)OC(C(CC1=C(C=C(C=C1)OCCC1=C(N=C(S1)C1=C(C=CC=C1)Cl)C)C)OCC)=O ([rac]-3-(4-{2-[2-(2-chloro-phenyl)-4-methyl-thiazol-5-yl]-ethoxy}-2-methyl-phenyl)-2-ethoxy-propionic acid ethyl ester), [Li+].[OH-] (LiOH). The product is ClC1=C(C=CC=C1)C=1SC(=C(N1)C)CCOC1=CC(=C(C=C1)CC(C(=O)O)OCC)C ([rac]-3-(4-{2-[2-(2-chloro-phenyl)-4-methyl-thiazol-5-yl]-ethoxy}-2-methyl-phenyl)-2-ethoxy-propionic acid). Reaction SMILES: C([O:3][C:4](=[O:33])[CH:5]([O:30][CH2:31][CH3:32])[CH2:6][C:7]1[CH:12]=[CH:11][C:10]([O:13][CH2:14][CH2:15][C:16]2[S:20][C:19]([C:21]3[CH:26]=[CH:25][CH:24]=[CH:23][C:22]=3[Cl:27])=[N:18][C:17]=2[CH3:28])=[CH:9][C:8]=1[CH3:29])C.[Li+].[OH-]>>[Cl:27][C:22]1[CH:23]=[CH:24][CH:25]=[CH:26][C:21]=1[C:19]1[S:20][C:16]([CH2:15][CH2:14][O:13][C:10]2[CH:11]=[CH:12][C:7]([CH2:6][CH:5]([O:30][CH2:31][CH3:32])[C:4]([OH:33])=[O:3])=[C:8]([CH3:29])[CH:9]=2)=[C:17]([CH3:28])[N:18]=1 |f:1.2|. Procedure details: In analogy to the procedure described in example 10 d], [rac]-3-(4-{2-[2-(2-chloro-phenyl)-4-methyl-thiazol-5-yl]-ethoxy}-2-methyl-phenyl)-2-ethoxy-propionic acid ethyl ester was treated with LiOH to obtain [rac]-3-(4-{2-[2-(2-chloro-phenyl)-4-methyl-thiazol-5-yl]-ethoxy}-2-methyl-phenyl)-2-ethoxy-propionic acid as colorless liquid.